This data is from the Open Reaction Database (ORD), a public repository of structured organic reaction records. The task is: describe an organic reaction: reactants, conditions, products, and yield The reactants are BrC(CO)C (2-bromo-1-propanol), [F-] (fluoride), [F-] (fluoride), Grignard reagent, BrCCCCCCCCCCCCCO (13-bromo-tridecanol), FC(C(Cl)F)(F)N(CC)CC (1,1,2-trifluoro-2-chloroethyldiethylamine), 1-hydroxy-2-halogenoalkanes. The product is FC(CCCCCCCCCCCCCCO)C (15-fluorohexadecanol). RXN SMILES: Br[CH:2]([CH3:5])[CH2:3][OH:4].F[C:7](N(CC)CC)([F:11])[CH:8](F)Cl.[F-].Br[CH2:19][CH2:20][CH2:21][CH2:22][CH2:23][CH2:24][CH2:25][CH2:26][CH2:27][CH2:28][CH2:29]CCO>>[F:11][CH:7]([CH3:8])[CH2:29][CH2:28][CH2:27][CH2:26][CH2:25][CH2:24][CH2:23][CH2:22][CH2:21][CH2:20][CH2:19][CH2:5][CH2:2][CH2:3][OH:4]. Procedure: A general procedure for the preparation of penultimate fluorinated alkoxyalkyl esters of acyclic nucleoside phosphonates is illustrated in Scheme 6, below. Fluoroalkoxyalkyl esters of acyclic nucleoside phosphonates such as 3-(15-fluoro-hexadecyloxy)propyl cidofovir 42 (15-F-HDP-CDV) and 3-(15-fluoro-hexadecyloxy)propyl (S)-HPMPA 43 (15-F-HDP-(S)-HPMPA) can be prepared using this process. Briefly, with reference to Scheme 6, commercially available 2-bromopropanoic acid 35 is reduced to the alcoh...